This data is from the Open Reaction Database (ORD), a public repository of structured organic reaction records. The task is: describe an organic reaction: reactants, conditions, products, and yield Starting materials: C(C)OC(=O)C=1N=C(SC1)NC(C(CC1CCCC1)C1=CC=C(C=C1)C1=CC=CC=C1)=O (2-(2-biphenyl-4-yl-3-cyclopentyl-propionylamino)-thiazole-4-carboxylic acid ethyl ester). Reagents/catalysts: S(O)(O)(=O)=O (sulfuric acid). Run in CO (methanol). Reaction conditions: temperature 25 celsius. Yields the product hexanes ethyl acetate, COC(=O)C=1N=C(SC1)NC(C(CC1CCCC1)C1=CC=C(C=C1)C1=CC=CC=C1)=O (2-(2-biphenyl-4-yl-3-cyclopentyl-propionylamino)-thiazole-4-carboxylic acid methyl ester). Yield: 40.9%. As a reaction SMILES: [CH2:1]([O:3][C:4]([C:6]1[N:7]=[C:8]([NH:11][C:12](=[O:32])[CH:13]([C:20]2[CH:25]=[CH:24][C:23]([C:26]3[CH:31]=[CH:30][CH:29]=[CH:28][CH:27]=3)=[CH:22][CH:21]=2)[CH2:14][CH:15]2[CH2:19][CH2:18][CH2:17][CH2:16]2)[S:9][CH:10]=1)=[O:5])C>CO.S(=O)(=O)(O)O>[CH3:1][O:3][C:4]([C:6]1[N:7]=[C:8]([NH:11][C:12](=[O:32])[CH:13]([C:20]2[CH:21]=[CH:22][C:23]([C:26]3[CH:27]=[CH:28][CH:29]=[CH:30][CH:31]=3)=[CH:24][CH:25]=2)[CH2:14][CH:15]2[CH2:19][CH2:18][CH2:17][CH2:16]2)[S:9][CH:10]=1)=[O:5]. Reported procedure: A solution of 2-(2-biphenyl-4-yl-3-cyclopentyl-propionylamino)-thiazole-4-carboxylic acid ethyl ester (prepared in Example 1B-d, 200 mg, 0.45 mmol) in methanol (4 mL) was treated with concentrated sulfuric acid (2 drops). The reaction mixture was heated under reflux for 15 h. The reaction mixture was allowed to cool to 25° C. and then concentrated in vacuo to remove methanol. The resulting residue was partitioned between water and ethyl acetate. The organic layer was dried over magnesium sulfate... Reactants: [OH-].[K+] (KOH), C1(CCCCC1)C=1C=2C=CC(=CC2N2C1C1=C(CC(C2)N(CCN(CCCS(NC(OC(C)(C)C)=O)(=O)=O)C)C)C=CC=C1)C(=O)OC (Methyl 13-cyclohexyl-6-[methyl(3,11,11-trimethyl-7,7-dioxido-9-oxo-10-oxa-7-thia-3,8-diazadodec-1-yl)amino]-6,7-dihydro-5H-indolo[2,1-a][2]benzazepine-10-carboxylate), Cl (HCl). Run in C(Cl)Cl.C(=O)(C(F)(F)F)O (DCM TFA). Conditions: temperature 65 celsius, time 4 hour. Yields the product NS(=O)(=O)CCCN(CCN(C1CN2C(C3=C(C1)C=CC=C3)=C(C=3C=CC(=CC32)C(=O)O)C3CCCCC3)C)C (6-[{2-[[3-(aminosulfonyl)propyl](methyl)amino]ethyl}(methyl)amino]-13-cyclohexyl-6,7-dihydro-5H-indolo[2,1-a][2]benzazepine-10-carboxylic acid). Reaction SMILES: [CH:1]1([C:7]2[C:8]3[CH:9]=[CH:10][C:11]([C:45]([O:47]C)=[O:46])=[CH:12][C:13]=3[N:14]3[CH2:20][CH:19]([N:21]([CH3:40])[CH2:22][CH2:23][N:24]([CH3:39])[CH2:25][CH2:26][CH2:27][S:28](=[O:38])(=[O:37])[NH:29]C(=O)OC(C)(C)C)[CH2:18][C:17]4[CH:41]=[CH:42][CH:43]=[CH:44][C:16]=4[C:15]=23)[CH2:6][CH2:5][CH2:4][CH2:3][CH2:2]1.[OH-].[K+].Cl>C(Cl)Cl.C(O)(C(F)(F)F)=O>[NH2:29][S:28]([CH2:27][CH2:26][CH2:25][N:24]([CH3:39])[CH2:23][CH2:22][N:21]([CH3:40])[CH:19]1[CH2:18][C:17]2[CH:41]=[CH:42][CH:43]=[CH:44][C:16]=2[C:15]2=[C:7]([CH:1]3[CH2:6][CH2:5][CH2:4][CH2:3][CH2:2]3)[C:8]3[CH:9]=[CH:10][C:11]([C:45]([OH:47])=[O:46])=[CH:12][C:13]=3[N:14]2[CH2:20]1)(=[O:38])=[O:37] |f:1.2,4.5|. Reported procedure: Methyl 13-cyclohexyl-6-[methyl(3,11,11-trimethyl-7,7-dioxido-9-oxo-10-oxa-7-thia-3,8-diazadodec-1-yl)amino]-6,7-dihydro-5H-indolo[2,1-a][2]benzazepine-10-carboxylate was dissolved in DCM/TFA 3:1 (0.03M) and the mixture was left standing at RT. After 45 min all volatiles were evaporated in vacuo. The residue was dissolved in MeOH (0.07M) and 1M aqueous KOH solution (9 eq.) was added. The mixture was stirred at 65° C. for 4h. After cooling to 0° C. the pH of the solution was adjusted with 1 M aque...